From a dataset of the Open Reaction Database (ORD), a public repository of structured organic reaction records. describe an organic reaction: reactants, conditions, products, and yield The reactants are CC[SiH](CC)CC, ClCCl, O=C1Nc2ccccc2C1(O)c1cc2c(cc1O)OCCO2, O=C(O)C(F)(F)F. The product is O=C1Nc2ccccc2C1c1cc2c(cc1O)OCCO2. As a reaction SMILES: [CH2:23]([SiH:24]([CH2:25][CH3:26])[CH2:27][CH3:28])[CH3:29].[Cl:37][CH2:38][Cl:39].[OH:1][C:2]1([c:12]2[cH:13][c:14]3[c:15]([cH:20][c:21]2[OH:22])[O:16][CH2:17][CH2:18][O:19]3)[C:3](=[O:11])[NH:4][c:5]2[cH:6][cH:7][cH:8][cH:9][c:10]21.[OH:30][C:31]([C:32]([F:33])([F:34])[F:35])=[O:36]>>[CH:2]1([c:12]2[cH:13][c:14]3[c:15]([cH:20][c:21]2[OH:22])[O:16][CH2:17][CH2:18][O:19]3)[C:3](=[O:11])[NH:4][c:5]2[cH:6][cH:7][cH:8][cH:9][c:10]21.